From a dataset of the Open Reaction Database (ORD), a public repository of structured organic reaction records. describe an organic reaction: reactants, conditions, products, and yield Yields the product C(C1=CC=CC=C1)NC(=O)C1=C(N=C(S1)C1=NN(C=C1)C[C@H](C)C1=CC=CC=C1)C (4-methyl-2-[1-((R)-2-phenyl-propyl)1H-pyrazol-3-yl]-thiazole-5-carboxylic acid benzylamide). Run in CCCCCCC.C(C)(C)O (heptane isopropyl alcohol). Reaction SMILES: [CH2:1]([NH:8][C:9]([C:11]1[S:15][C:14]([C:16]2[NH:17][N:18]=[CH:19][CH:20]=2)=[N:13][C:12]=1[CH3:21])=[O:10])[C:2]1[CH:7]=[CH:6][CH:5]=[CH:4][CH:3]=1.Br[C:23]([C:26]1[CH:31]=[CH:30][CH:29]=[CH:28][CH:27]=1)([CH3:25])[CH3:24]>CCCCCCC.C(O)(C)C>[CH2:1]([NH:8][C:9]([C:11]1[S:15][C:14]([C:16]2[CH:20]=[CH:19][N:18]([CH2:24][C@@H:23]([C:26]3[CH:31]=[CH:30][CH:29]=[CH:28][CH:27]=3)[CH3:25])[N:17]=2)=[N:13][C:12]=1[CH3:21])=[O:10])[C:2]1[CH:3]=[CH:4][CH:5]=[CH:6][CH:7]=1 |f:2.3|. Starting materials: C(C1=CC=CC=C1)NC(=O)C1=C(N=C(S1)C=1NN=CC1)C (4-methyl-2-(2H-pyrazol-3-yl)-thiazole-5-carboxylic acid benzylamide), BrC(C)(C)C1=CC=CC=C1 (2-(bromo-1-methyl-ethyl)-benzene). Procedure details: The title compound was prepared from 4-methyl-2-(2H-pyrazol-3-yl)-thiazole-5-carboxylic acid benzylamide and 2-(bromo-1-methyl-ethyl)-benzene as described in Example 90 and isolated by chiral separation (90/10, heptane/isopropyl alcohol). 1H NMR (400 MHz, CDCl3) δ 7.35-7.41 (m, 5H), 7.20-7.35 (m, 3H), 7.14 (d, J=4 Hz, 2H), 7.08 (d, J=2 Hz, 1H), 6.75-6.82 (bs, 1H), 6.66 (d, J=2 Hz, 1H), 4.60 (d, J=8 Hz, 2H), 4.20-4.32 (m, 2H), 3.38-3.46 (m, 1H), 2.73 (s, 3H), 1.30 (d, J=4 Hz, 3H); MS (M+H)+=417.2... Procedure: tert-Butyl (RS)-2-(6-amino-5-methylpyridin-3-yl)morpholine-4-carboxylate (60 mg), 2,5-dibromopyridine (72.7 mg, CAS 624-28-2) and cesium carbonate (100 mg) were combined with dioxane (2 ml) to give a yellow suspension. The mixture was degassed by bubbling argon into the mixture for several minutes. Xantphos (14.1 mg) and tris(dibenzylideneacetone)dipalladium chloroform complex (12.6 mg) were then added. The reaction mixture was then capped and stirred at 100° C. overnight and then at 120° C. for... Product: BrC=1C=CC(=NC1)NC1=C(C=C(C=N1)C1CN(CCO1)C(=O)OC(C)(C)C)C (tert-butyl (RS)-2-(6-(5-bromopyridin-2-ylamino)-5-methylpyridin-3-yl)morpholine-4-carboxylate). The reactants are NC1=C(C=C(C=N1)C1CN(CCO1)C(=O)OC(C)(C)C)C (tert-Butyl (RS)-2-(6-amino-5-methylpyridin-3-yl)morpholine-4-carboxylate), BrC1=NC=C(C=C1)Br (2,5-dibromopyridine), C([O-])([O-])=O.[Cs+].[Cs+] (cesium carbonate). Solvent: O1CCOCC1 (dioxane). As a reaction SMILES: [NH2:1][C:2]1[N:7]=[CH:6][C:5]([CH:8]2[O:13][CH2:12][CH2:11][N:10]([C:14]([O:16][C:17]([CH3:20])([CH3:19])[CH3:18])=[O:15])[CH2:9]2)=[CH:4][C:3]=1[CH3:21].Br[C:23]1[CH:28]=[CH:27][C:26]([Br:29])=[CH:25][N:24]=1.C(=O)([O-])[O-].[Cs+].[Cs+]>O1CCOCC1>[Br:29][C:26]1[CH:27]=[CH:28][C:23]([NH:1][C:2]2[N:7]=[CH:6][C:5]([CH:8]3[O:13][CH2:12][CH2:11][N:10]([C:14]([O:16][C:17]([CH3:18])([CH3:20])[CH3:19])=[O:15])[CH2:9]3)=[CH:4][C:3]=2[CH3:21])=[N:24][CH:25]=1 |f:2.3.4|. Conditions: temperature 100 celsius, time 8 hour. The yield is 28.3%. Reactants: FC1=C(C=C(C=C1)C=1CC2(SCCCS2)CC(C1/C=C/C(CC(CC(=O)OC)O)O)(C)C)C (Methyl (E)-7-(8-(4-Fluoro-3-methylphenyl)-10,10-dimethyl-1,5-dithiaspiro(5.5)undec-8-en-9-yl)-3,5-dihydroxy-hept-6-enoate), [OH-].[Na+] (NaOH). Run in CO (methanol). Reaction conditions: time 1 hour. Yields the product OC(CC(=O)O)CC(\C=C\C1=C(CC2(SCCCS2)CC1(C)C)C1=CC(=C(C=C1)F)C)O ((E)-3,5-dihydroxy-7-{8-(4-fluoro-3-methylphenyl)-10,10-dimethyl-1,5-dithiaspiro(5,5}undec-8-en-9-yl}hept-6-enoic acid). The yield is 88.3%. As a reaction SMILES: [F:1][C:2]1[CH:7]=[CH:6][C:5]([C:8]2[CH2:9][C:10]3([CH2:16][C:17]([CH3:32])([CH3:31])[C:18]=2/[CH:19]=[CH:20]/[CH:21]([OH:30])[CH2:22][CH:23]([OH:29])[CH2:24][C:25]([O:27]C)=[O:26])[S:15][CH2:14][CH2:13][CH2:12][S:11]3)=[CH:4][C:3]=1[CH3:33].[OH-].[Na+]>CO>[OH:29][CH:23]([CH2:22][CH:21]([OH:30])/[CH:20]=[CH:19]/[C:18]1[C:17]([CH3:32])([CH3:31])[CH2:16][C:10]2([S:15][CH2:14][CH2:13][CH2:12][S:11]2)[CH2:9][C:8]=1[C:5]1[CH:6]=[CH:7][C:2]([F:1])=[C:3]([CH3:33])[CH:4]=1)[CH2:24][C:25]([OH:27])=[O:26] |f:1.2|. Procedure details: To a solution of 11 (1.05 g, 2.12 mmol) in 10 mL of methanol at 0°-5° C. was added dropwise aqueous NaOH (2.1 mL of 1N, 2.1 mmol). The mixture was stirred for 1 h and most of the volatiles were removed in vacuo. The residue was acidified with aqueous HCl to pH 3 and extracted with ether. The combined extracts were washed with brine and dried (MgSO4). Removal of the volatiles in vacuo gave 0.90 gm of tan colored solid. The reactants are ClC1=NC(=C(C=C1Cl)Cl)Cl (2,3,5,6-tetrachloropyridine). Reagents/catalysts: [Zn] (zinc). Run in O (water). Product: ClC1=NC=C(C=C1Cl)Cl (2,3,5-trichloropyridine). Reaction SMILES: [Cl:1][C:2]1[C:7]([Cl:8])=[CH:6][C:5]([Cl:9])=[C:4](Cl)[N:3]=1>[Zn].O>[Cl:1][C:2]1[C:7]([Cl:8])=[CH:6][C:5]([Cl:9])=[CH:4][N:3]=1. Procedure: reacting 2,3,5,6-tetrachloropyridine in a reaction medium including zinc, an aqueous alkaline reagent, a water-immiscible organic solvent, and a phase transfer catalyst to form 2,3,5-trichloropyridine. Reactants: Br, CC(=O)c1ccc(OCc2ccccc2)c(C(N)=O)c1, CCO, ClC(Cl)Cl. Yields the product NC(=O)c1cc(C2CO2)ccc1OCc1ccccc1. As a reaction SMILES: [Br:21].[C:1]([CH3:2])(=[O:3])[c:4]1[cH:5][cH:6][c:7]([O:13][CH2:14][c:15]2[cH:16][cH:17][cH:18][cH:19][cH:20]2)[c:8]([C:9](=[O:10])[NH2:11])[cH:12]1.[CH3:22][CH2:23][OH:24].[CH:25]([Cl:26])([Cl:27])[Cl:28]>>[CH:1]1([c:4]2[cH:5][cH:6][c:7]([O:13][CH2:14][c:15]3[cH:16][cH:17][cH:18][cH:19][cH:20]3)[c:8]([C:9](=[O:10])[NH2:11])[cH:12]2)[CH2:2][O:3]1. Starting materials: Brc1ccccn1, CCOC(=O)c1ccc([Zn]Br)o1, CCOC(C)=O, c1ccc(P(c2ccccc2)(c2ccccc2)[Pd](P(c2ccccc2)(c2ccccc2)c2ccccc2)(P(c2ccccc2)(c2ccccc2)c2ccccc2)P(c2ccccc2)(c2ccccc2)c2ccccc2)cc1. Product: CCOC(=O)c1ccc(-c2ccccn2)o1. As a reaction SMILES: [Br:1][c:2]1[cH:3][cH:4][cH:5][cH:6][n:7]1.[Br:8][Zn:9][c:10]1[o:11][c:12]([C:15](=[O:16])[O:17][CH2:18][CH3:19])[cH:13][cH:14]1.[CH3:20][CH2:21][O:22][C:23]([CH3:24])=[O:25].[cH:26]1[cH:27][cH:28][c:29]([P:30]([Pd:31]([P:32]([c:33]2[cH:34][cH:35][cH:36][cH:37][cH:38]2)([c:39]2[cH:40][cH:41][cH:42][cH:43][cH:44]2)[c:45]2[cH:46][cH:47][cH:48][cH:49][cH:50]2)([P:51]([c:52]2[cH:53][cH:54][cH:55][cH:56][cH:57]2)([c:58]2[cH:59][cH:60][cH:61][cH:62][cH:63]2)[c:64]2[cH:65][cH:66][cH:67][cH:68][cH:69]2)[P:70]([c:71]2[cH:72][cH:73][cH:74][cH:75][cH:76]2)([c:77]2[cH:78][cH:79][cH:80][cH:81][cH:82]2)[c:83]2[cH:84][cH:85][cH:86][cH:87][cH:88]2)([c:89]2[cH:90][cH:91][cH:92][cH:93][cH:94]2)[c:95]2[cH:96][cH:97][cH:98][cH:99][cH:100]2)[cH:101][cH:102]1>>[c:2]1(-[c:10]2[o:11][c:12]([C:15](=[O:16])[O:17][CH2:18][CH3:19])[cH:13][cH:14]2)[cH:3][cH:4][cH:5][cH:6][n:7]1. Starting materials: CN(CCC(=O)O)C1=CC=C(C=C1)[N+](=O)[O-] (3-[Methyl-(4-nitro-phenyl)-amino]-propionic acid), S(=O)(Cl)Cl (thionyl chloride). Run in ClCCl (dichloromethane). The product is CN(CCC(=O)Cl)C1=CC=C(C=C1)[N+](=O)[O-] (3-[methyl-(4-nitro-phenyl)-amino]-propionyl chloride). Isolated yield 88.6%. As a reaction SMILES: [CH3:1][N:2]([C:8]1[CH:13]=[CH:12][C:11]([N+:14]([O-:16])=[O:15])=[CH:10][CH:9]=1)[CH2:3][CH2:4][C:5](O)=[O:6].S(Cl)([Cl:19])=O>ClCCl>[CH3:1][N:2]([C:8]1[CH:13]=[CH:12][C:11]([N+:14]([O-:16])=[O:15])=[CH:10][CH:9]=1)[CH2:3][CH2:4][C:5]([Cl:19])=[O:6]. Procedure details: 3-[Methyl-(4-nitro-phenyl)-amino]-propionic acid (1.2 g, 5.35 mmol) in dichloromethane (10 mL) was cooled to 0° C. and thionyl chloride (1.55 mL, 21.4 mmol) was added. The mixture was heated to reflux for 4 h. The solvent was evaporated to give the crude compound which was azeotroped with toluene to remove the traces of thionyl chloride, affording 3-[methyl-(4-nitro-phenyl)-amino]-propionyl chloride (1.15 g, 88%) as a yellow solid.